This data is from the Open Reaction Database (ORD), a public repository of structured organic reaction records. The task is: describe an organic reaction: reactants, conditions, products, and yield Starting materials: ClC1=NC(=CC(=C1)CO[Si](C)(C)C(C)(C)C)OC (2-chloro-4-({[(1,1-dimethylethyl)(dimethyl)silyl]oxy}methyl)-6-(methyloxy)pyridine), N(C1CCCCC1)(C1CCCCC1)C (Cy2NMe), C(C=C)(=O)OCCCC (n-butyl acrylate), O (water). Reagents/catalysts: CC(C)([P](C(C)(C)C)([Pd][P](C(C)(C)C)(C(C)(C)C)C(C)(C)C)C(C)(C)C)C (Pd(Pt-Bu3)2), C=1C=CC(=CC1)/C=C/C(=O)/C=C/C2=CC=CC=C2.C=1C=CC(=CC1)/C=C/C(=O)/C=C/C2=CC=CC=C2.C=1C=CC(=CC1)/C=C/C(=O)/C=C/C2=CC=CC=C2.[Pd].[Pd] (Pd2(dba)3). The solvent is O1CCOCC1 (1,4-dioxane). Reaction conditions: temperature 120 celsius. The product is CC(C)(C)[Si](OCC1=CC(=NC(=C1)OC)/C=C/C(=O)OCCCC)(C)C (Butyl (2E)-3-[4-({[(1,1-dimethylethyl)(dimethyl)silyl]oxy}methyl)-6-(methyloxy)-2-pyridinyl]-2-propenoate). Isolated yield 67.9%. RXN SMILES: Cl[C:2]1[CH:7]=[C:6]([CH2:8][O:9][Si:10]([C:13]([CH3:16])([CH3:15])[CH3:14])([CH3:12])[CH3:11])[CH:5]=[C:4]([O:17][CH3:18])[N:3]=1.N(C)(C1CCCCC1)C1CCCCC1.[C:33]([O:37][CH2:38][CH2:39][CH2:40][CH3:41])(=[O:36])[CH:34]=[CH2:35].O>O1CCOCC1.CC(C)([P](C(C)(C)C)([Pd][P](C(C)(C)C)(C(C)(C)C)C(C)(C)C)C(C)(C)C)C.C1C=CC(/C=C/C(/C=C/C2C=CC=CC=2)=O)=CC=1.C1C=CC(/C=C/C(/C=C/C2C=CC=CC=2)=O)=CC=1.C1C=CC(/C=C/C(/C=C/C2C=CC=CC=2)=O)=CC=1.[Pd].[Pd]>[CH3:14][C:13]([Si:10]([CH3:12])([CH3:11])[O:9][CH2:8][C:6]1[CH:5]=[C:4]([O:17][CH3:18])[N:3]=[C:2](/[CH:35]=[CH:34]/[C:33]([O:37][CH2:38][CH2:39][CH2:40][CH3:41])=[O:36])[CH:7]=1)([CH3:16])[CH3:15] |f:6.7.8.9.10,^1:51,57|. Procedure details: A solution of 2-chloro-4-({[(1,1-dimethylethyl)(dimethyl)silyl]oxy}methyl)-6-(methyloxy)pyridine (9.20 g, 32.01 mmol) in 1,4-dioxane (100 ml) was treated with Pd(Pt-Bu3)2 (327 mg, 0.64 mmol), Pd2(dba)3 (293 mg, 0.32 mmol), Cy2NMe (7.53 ml, 35.21 mmol) and n-butyl acrylate (5.96 ml, 41.62 mmol). The reaction was heated at 120° C. for 1 h and was then treated with water extracted 3× with diethyl ether, dried (magnesium sulphate), evaporated and chromatographed on silica gel (250 g), eluting with 1... Reactants: ClC1=C2C(=NC=C1C(C1=C(C=CC=C1)OC)=O)N(N=C2)CC (4-chloro-1-ethyl-5-(2-methoxybenzoyl)-1H-pyrazolo[3,4-b]pyridine), Cl.NO (hydroxylamine hydrochloride), O.C1(=CC=C(C=C1)S(=O)(=O)O)C (p-toluenesulfonic acid monohydrate), O (water). Solvent: C(C)(=O)O (acetic acid). The product is C(C)N1N=CC2=C1N=CC=1C2=NOC1C1=C(C=CC=C1)OC (6-Ethyl-3-(2-methyoxyphenyl)-6H-isoxazolo[3,4-d]pyrazolo[3,4-b]pyridine). Reaction SMILES: Cl[C:2]1[C:7]([C:8](=[O:17])[C:9]2[CH:14]=[CH:13][CH:12]=[CH:11][C:10]=2[O:15][CH3:16])=[CH:6][N:5]=[C:4]2[N:18]([CH2:21][CH3:22])[N:19]=[CH:20][C:3]=12.Cl.[NH2:24]O.O.C1(C)C=CC(S(O)(=O)=O)=CC=1.O>C(O)(=O)C>[CH2:21]([N:18]1[C:4]2[N:5]=[CH:6][C:7]3[C:2](=[N:24][O:17][C:8]=3[C:9]3[CH:14]=[CH:13][CH:12]=[CH:11][C:10]=3[O:15][CH3:16])[C:3]=2[CH:20]=[N:19]1)[CH3:22] |f:1.2,3.4|. Reported procedure: Five grams of 4-chloro-1-ethyl-5-(2-methoxybenzoyl)-1H-pyrazolo[3,4-b]pyridine was refluxed for 2 hours in 500 ml of acetic acid containing 15 g of hydroxylamine hydrochloride and 1 g of p-toluenesulfonic acid monohydrate. At the end of this time the reaction mixture was poured into water and extracted with dichloromethane. The organic phase was washed well with water, dried, evaporated and chromatographed over 230-400 mesh silica gel. The appropriate fractions were combined and evaporated to gi... The reactants are COC1=NC=CC2=C1C(=NN2C2CCOCC2)C=2C=C(SC2)C(=O)OC (methyl 4-(4-methoxy-1-(tetrahydro-2H-pyran-4-yl)-1H-pyrazolo[4,3-c]pyridin-3-yl)thiophene-2-carboxylate), [I-].[Na+] (sodium iodide), Cl[Si](C)(C)C (chloro(trimethyl)silane), O (water). Run in C(C)#N (acetonitrile). Reaction conditions: temperature 60 celsius, time 30 minute. The product is O=C1NC=CC2=C1C(=NN2C2CCOCC2)C=2C=C(SC2)C(=O)OC (methyl 4-(4-oxo-1-(tetrahydro-2H-pyran-4-yl)-4,5-dihydro-1H-pyrazolo[4,3-c]pyridin-3-yl)thiophene-2-carboxylate). Yield: 93.2%. Reaction SMILES: C[O:2][C:3]1[C:8]2[C:9]([C:18]3[CH:19]=[C:20]([C:23]([O:25][CH3:26])=[O:24])[S:21][CH:22]=3)=[N:10][N:11]([CH:12]3[CH2:17][CH2:16][O:15][CH2:14][CH2:13]3)[C:7]=2[CH:6]=[CH:5][N:4]=1.[I-].[Na+].Cl[Si](C)(C)C.O>C(#N)C>[O:2]=[C:3]1[C:8]2[C:9]([C:18]3[CH:19]=[C:20]([C:23]([O:25][CH3:26])=[O:24])[S:21][CH:22]=3)=[N:10][N:11]([CH:12]3[CH2:13][CH2:14][O:15][CH2:16][CH2:17]3)[C:7]=2[CH:6]=[CH:5][NH:4]1 |f:1.2|. Procedure: To a solution of methyl 4-(4-methoxy-1-(tetrahydro-2H-pyran-4-yl)-1H-pyrazolo[4,3-c]pyridin-3-yl)thiophene-2-carboxylate (146 mg) in acetonitrile (10 mL) were added sodium iodide (117 mg) and chloro(trimethyl)silane (0.396 mL)(and the mixture was stirred at 60° C. for 30 min. To the reaction mixture was added water, and the mixture was extracted with ethyl acetate. The organic layer was washed with saturated brine, dried over anhydrous sodium sulfate, and concentrated under reduced pressure. The... Reported procedure: The title compound was synthesized in analogy to Example 1, using 5-(4-chloro-phenyl)-6-(2,2,2-trifluoro-ethoxy)-nicotinic acid (CAS Registry No. 1018782-82-5) and C-(5-trifluoromethyl-[1,2,4]oxadiazol-3-yl)-methylamine hydrochloride (example AI), LC-MS (UV peak area/ESI) 93%, 479.035 (M−H)−. Starting materials: ClC1=CC=C(C=C1)C=1C(=NC=C(C(=O)O)C1)OCC(F)(F)F (5-(4-chloro-phenyl)-6-(2,2,2-trifluoro-ethoxy)-nicotinic acid), Cl.FC(C1=NC(=NO1)CN)(F)F (C-(5-trifluoromethyl-[1,2,4]oxadiazol-3-yl)-methylamine hydrochloride). The product is ClC1=CC=C(C=C1)C=1C(=NC=C(C(=O)NCC2=NOC(=N2)C(F)(F)F)C1)OCC(F)(F)F (5-(4-chloro-phenyl)-6-(2,2,2-trifluoro-ethoxy)-N-(5-trifluoromethyl-[1,2,4]oxadiazol-3-ylmethyl)-nicotinamide). As a reaction SMILES: [Cl:1][C:2]1[CH:7]=[CH:6][C:5]([C:8]2[C:9]([O:17][CH2:18][C:19]([F:22])([F:21])[F:20])=[N:10][CH:11]=[C:12]([CH:16]=2)[C:13](O)=[O:14])=[CH:4][CH:3]=1.Cl.[F:24][C:25]([F:34])([F:33])[C:26]1[O:30][N:29]=[C:28]([CH2:31][NH2:32])[N:27]=1>>[Cl:1][C:2]1[CH:3]=[CH:4][C:5]([C:8]2[C:9]([O:17][CH2:18][C:19]([F:22])([F:21])[F:20])=[N:10][CH:11]=[C:12]([CH:16]=2)[C:13]([NH:32][CH2:31][C:28]2[N:27]=[C:26]([C:25]([F:34])([F:33])[F:24])[O:30][N:29]=2)=[O:14])=[CH:6][CH:7]=1 |f:1.2|. Reactants: COC(CCC(C1=C(C(=C(C=C1)OC)OC)OC)=O)=O (4-Oxo-4-(2,3,4-trimethoxy-phenyl)-butyric acid methyl ester), [OH-].[Na+] (sodium hydroxide), O (water). The solvent is CO (methanol), CO (methanol). Product: O=C(CCC(=O)O)C1=C(C(=C(C=C1)OC)OC)OC (4-Oxo-4-(2,3,4-trimethoxy-phenyl)-butyric acid). Yield: 88.4%. As a reaction SMILES: [OH-].[Na+].C[O:4][C:5](=[O:22])[CH2:6][CH2:7][C:8](=[O:21])[C:9]1[CH:14]=[CH:13][C:12]([O:15][CH3:16])=[C:11]([O:17][CH3:18])[C:10]=1[O:19][CH3:20].O>CO>[O:21]=[C:8]([C:9]1[CH:14]=[CH:13][C:12]([O:15][CH3:16])=[C:11]([O:17][CH3:18])[C:10]=1[O:19][CH3:20])[CH2:7][CH2:6][C:5]([OH:22])=[O:4] |f:0.1|. Reported procedure: 5.95 g of sodium hydroxide was dissolved in 200 mL of methanol in a 500 mL round bottom flask. The reaction mixture was cooled to room temperature and 55 (6.78 g, 22.90 mmol) was added followed by 20 mL of water and 100 mL of methanol and the reaction mixture was refluxed for 30 min. The solvent was evaporated under reduced pressure and the reaction mixture was neutralized with dilute hydrochloric acid and the reaction mixture was extracted with ether (100×3) and the combined organic phases were... Starting materials: [S-]C#N.[K+] (potassium thiocyanate), BrCC(=O)C=1C=C2C3=C(NC2=CC1)N=CC=C3 (2-Bromo-1-(9H-pyrido[2,3-b]indol-6-yl)ethanone), C(C)O (Ethanol), C(C)O (ethanol). Yields the product N1=CC=CC2=C1NC1=CC=C(C=C21)C=2NC(SC2)=O (4-(9H-pyrido[2,3-b]indol-6-yl)thiazol-2(3H)-one). Reaction SMILES: [S-:1][C:2]#[N:3].[K+].Br[CH2:6][C:7]([C:9]1[CH:10]=[C:11]2[C:15](=[CH:16][CH:17]=1)[NH:14][C:13]1[N:18]=[CH:19][CH:20]=[CH:21][C:12]2=1)=O.C([OH:24])C>>[N:18]1[C:13]2[NH:14][C:15]3[C:11]([C:12]=2[CH:21]=[CH:20][CH:19]=1)=[CH:10][C:9]([C:7]1[NH:3][C:2](=[O:24])[S:1][CH:6]=1)=[CH:17][CH:16]=3 |f:0.1|. Procedure details: A solution of potassium thiocyanate (73 mg, 0.73 mmol, 2 equiv.) in Ethanol (1 mL), was added dropwise a solution of compound 2-Bromo-1-(9H-pyrido[2,3-b]indol-6-yl)ethanone (150 mg, 0.366 mmol) in ethanol (1 mL). The mixture was stirred at reflux for 1 hour. The resulting mixture was then cautiously quenched at 0° C. with H2O. It was extracted with EtOAc. The resulting organic layer was washed with NaCl saturated aqueous solution, dried over MgSO4, and filtered. Solvent was removed under reduced... Starting materials: CSC1=C(C=C(C=C1)B(O)O)C(F)(F)F ([4-(methylthio)-3-(trifluoromethyl)phenyl]-boronic acid), OC(C)(C)C(C)(C)O (pinacol), C(C)OCC (diethyl ether), O (water). Solvent: O1CCOCC1 (dioxan). Product: CC1(OB(OC1(C)C)C1=CC(=C(C=C1)SC)C(F)(F)F)C (4,4,5,5-tetramethyl-2-[4-(methylthio)-3-(trifluoromethyl)phenyl]-1,3,2-dioxaborolane). RXN SMILES: [CH3:1][S:2][C:3]1[CH:8]=[CH:7][C:6]([B:9]([OH:11])[OH:10])=[CH:5][C:4]=1[C:12]([F:15])([F:14])[F:13].O[C:17]([C:20](O)([CH3:22])[CH3:21])([CH3:19])[CH3:18].C(OCC)C.O>O1CCOCC1>[CH3:18][C:17]1([CH3:19])[C:20]([CH3:22])([CH3:21])[O:11][B:9]([C:6]2[CH:7]=[CH:8][C:3]([S:2][CH3:1])=[C:4]([C:12]([F:15])([F:13])[F:14])[CH:5]=2)[O:10]1. Reported procedure: The product of step b) (0.25 g) was heated in dioxan (2 ml) with pinacol (2 equiv) for 3 h. The solution was treated with diethyl ether and water. The organic layer was separated, washed with brine, dried (Na2SO4) and concentrated in vacuo. Yield 85 mg. Starting materials: O1CCOCC1 (dioxane), BrC=1SC2=C(N1)C=C(C(=C2C2=CC=C(C=C2)Cl)[C@@H](C(=O)OC)OC(C)(C)C)C ((S)-methyl 2-(2-bromo-7-(4-chlorophenyl)-5-methylbenzo[d]thiazol-6-yl)-2-tert-butoxyacetate), CN1N=C(C2=CC(=CC=C12)B1OC(C(O1)(C)C)(C)C)C1=NC=CC=C1 (1-methyl-3-(pyridin-2-yl)-5-(4,4,5,5-tetramethyl-1,3,2-dioxaborolan-2-yl)-1H-indazole), C(=O)([O-])[O-].[K+].[K+] (K2CO3). Reagents/catalysts: C=1C=CC(=CC1)[P](C=2C=CC=CC2)(C=3C=CC=CC3)[Pd]([P](C=4C=CC=CC4)(C=5C=CC=CC5)C=6C=CC=CC6)([P](C=7C=CC=CC7)(C=8C=CC=CC8)C=9C=CC=CC9)[P](C=1C=CC=CC1)(C=1C=CC=CC1)C=1C=CC=CC1 (Pd(PPh3)4). Procedure: To a vial flushed with argon was added (S)-methyl 2-(2-bromo-7-(4-chlorophenyl)-5-methylbenzo[d]thiazol-6-yl)-2-tert-butoxyacetate (100 mg, 0.207 mmol), 1-methyl-3-(pyridin-2-yl)-5-(4,4,5,5-tetramethyl-1,3,2-dioxaborolan-2-yl)-1H-indazole (83.3 mg, 0.25 mmol), Pd(PPh3)4 (24 mg, 21 mmol), and K2CO3 (86 mg, 0.62 mmol). De-gassed dioxane (2 mL) and water (0.5 mL) were then added, and the reaction was heated to 100° C. for 1 h. After cooling to rt, the reaction was filtered over a plug of Celite, co... The product is C(C)(C)(C)O[C@H](C(=O)OC)C1=C(C2=C(N=C(S2)C=2C=C3C(=NN(C3=CC2)C)C2=NC=CC=C2)C=C1C)C1=CC=C(C=C1)Cl ((S)-methyl 2-tert-butoxy-2-(7-(4-chlorophenyl)-5-methyl-2-(1-methyl-3-(pyridin-2-yl)-1H-indazol-5-yl)benzo[d]thiazol-6-yl)acetate). RXN SMILES: Br[C:2]1[S:3][C:4]2[C:10]([C:11]3[CH:16]=[CH:15][C:14]([Cl:17])=[CH:13][CH:12]=3)=[C:9]([C@H:18]([O:23][C:24]([CH3:27])([CH3:26])[CH3:25])[C:19]([O:21][CH3:22])=[O:20])[C:8]([CH3:28])=[CH:7][C:5]=2[N:6]=1.[CH3:29][N:30]1[C:38]2[C:33](=[CH:34][C:35](B3OC(C)(C)C(C)(C)O3)=[CH:36][CH:37]=2)[C:32]([C:48]2[CH:53]=[CH:52][CH:51]=[CH:50][N:49]=2)=[N:31]1.C([O-])([O-])=O.[K+].[K+].O1CCOCC1>C1C=CC([P]([Pd]([P](C2C=CC=CC=2)(C2C=CC=CC=2)C2C=CC=CC=2)([P](C2C=CC=CC=2)(C2C=CC=CC=2)C2C=CC=CC=2)[P](C2C=CC=CC=2)(C2C=CC=CC=2)C2C=CC=CC=2)(C2C=CC=CC=2)C2C=CC=CC=2)=CC=1.O>[C:24]([O:23][C@@H:18]([C:9]1[C:8]([CH3:28])=[CH:7][C:5]2[N:6]=[C:2]([C:35]3[CH:34]=[C:33]4[C:38](=[CH:37][CH:36]=3)[N:30]([CH3:29])[N:31]=[C:32]4[C:48]3[CH:53]=[CH:52][CH:51]=[CH:50][N:49]=3)[S:3][C:4]=2[C:10]=1[C:11]1[CH:16]=[CH:15][C:14]([Cl:17])=[CH:13][CH:12]=1)[C:19]([O:21][CH3:22])=[O:20])([CH3:27])([CH3:26])[CH3:25] |f:2.3.4,^1:69,71,90,109|. Solvent: O (water). Conditions: temperature 100 celsius. Reactants: COc1ccc(COc2cccc(Br)c2C)cc1, O=C([O-])[O-], CCCCCCC, ClCCl, [Cs+], [Cs+], [Cu]Br, [H-], [Na+], [Na+], [OH-], Oc1ccccc1. Yields the product COc1ccc(COc2cccc(Oc3ccccc3)c2C)cc1. As a reaction SMILES: [Br:10][c:11]1[c:12]([CH3:27])[c:13]([O:17][CH2:18][c:19]2[cH:20][cH:21][c:22]([O:25][CH3:26])[cH:23][cH:24]2)[cH:14][cH:15][cH:16]1.[C:28](=[O:29])([O-:30])[O-:31].[CH3:38][CH2:39][CH2:40][CH2:41][CH2:42][CH2:43][CH3:44].[Cl:45][CH2:46][Cl:47].[Cs+:32].[Cs+:33].[Cu:36][Br:37].[H-:1].[Na+:2].[Na+:35].[OH-:34].[OH:3][c:4]1[cH:5][cH:6][cH:7][cH:8][cH:9]1>>[O:3]([c:4]1[cH:5][cH:6][cH:7][cH:8][cH:9]1)[c:11]1[c:12]([CH3:27])[c:13]([O:17][CH2:18][c:19]2[cH:20][cH:21][c:22]([O:25][CH3:26])[cH:23][cH:24]2)[cH:14][cH:15][cH:16]1. Starting materials: CCOC(=O)c1cn2cc(Br)cc(Br)c2n1, Br, CCOC(C)=O, Cc1ccccc1, CCO, [K+], [K+], [K+], OB(O)c1ccccc1, O=P([O-])([O-])[O-], c1ccc(P(c2ccccc2)(c2ccccc2)[Pd](P(c2ccccc2)(c2ccccc2)c2ccccc2)(P(c2ccccc2)(c2ccccc2)c2ccccc2)P(c2ccccc2)(c2ccccc2)c2ccccc2)cc1. The product is CCOC(=O)c1cn2cc(Br)cc(-c3ccccc3)c2n1. As a reaction SMILES: [Br:2][c:3]1[cH:4][c:5]([Br:17])[c:6]2[n:7]([cH:8]1)[cH:9][c:10]([C:12](=[O:13])[O:14][CH2:15][CH3:16])[n:11]2.[BrH:1].[CH3:35][CH2:36][O:37][C:38](=[O:39])[CH3:40].[CH3:41][c:42]1[cH:43][cH:44][cH:45][cH:46][cH:47]1.[CH3:48][CH2:49][OH:50].[K+:32].[K+:33].[K+:34].[OH:18][B:19]([OH:20])[c:21]1[cH:22][cH:23][cH:24][cH:25][cH:26]1.[P:27]([O-:28])([O-:29])([O-:30])=[O:31].[cH:51]1[cH:52][cH:53][c:54]([P:55]([Pd:56]([P:57]([c:58]2[cH:59][cH:60][cH:61][cH:62][cH:63]2)([c:64]2[cH:65][cH:66][cH:67][cH:68][cH:69]2)[c:70]2[cH:71][cH:72][cH:73][cH:74][cH:75]2)([P:76]([c:77]2[cH:78][cH:79][cH:80][cH:81][cH:82]2)([c:83]2[cH:84][cH:85][cH:86][cH:87][cH:88]2)[c:89]2[cH:90][cH:91][cH:92][cH:93][cH:94]2)[P:95]([c:96]2[cH:97][cH:98][cH:99][cH:100][cH:101]2)([c:102]2[cH:103][cH:104][cH:105][cH:106][cH:107]2)[c:108]2[cH:109][cH:110][cH:111][cH:112][cH:113]2)([c:114]2[cH:115][cH:116][cH:117][cH:118][cH:119]2)[c:120]2[cH:121][cH:122][cH:123][cH:124][cH:125]2)[cH:126][cH:127]1>>[Br:2][c:3]1[cH:4][c:5](-[c:21]2[cH:22][cH:23][cH:24][cH:25][cH:26]2)[c:6]2[n:7]([cH:8]1)[cH:9][c:10]([C:12](=[O:13])[O:14][CH2:15][CH3:16])[n:11]2.